Dataset: the Open Reaction Database (ORD), a public repository of structured organic reaction records. Task: describe an organic reaction: reactants, conditions, products, and yield Reactants: [Li]CCCC (BuLi), O=CCCC1CN(CCC1)C(=O)OC(C)(C)C (tert-butyl 3-(3-oxopropyl)piperidine-1-carboxylate). The reagents and catalysts are [Br-].C[P+](C1=CC=CC=C1)(C1=CC=CC=C1)C1=CC=CC=C1 (methyltriphenylphosphonium bromide). The solvent is C1CCOC1 (THF), C1CCOC1 (THF). Run at temperature -70 celsius, time 1 hour. The product is C(CC=C)C1CN(CCC1)C(=O)OC(C)(C)C (tert-Butyl 3-but-3-en-1-ylpiperidine-1-carboxylate). As a reaction SMILES: [Li][CH2:2][CH2:3][CH2:4][CH3:5].O=CCC[CH:10]1[CH2:15][CH2:14][CH2:13][N:12]([C:16]([O:18][C:19]([CH3:22])([CH3:21])[CH3:20])=[O:17])[CH2:11]1>[Br-].C[P+](C1C=CC=CC=1)(C1C=CC=CC=1)C1C=CC=CC=1.C1COCC1>[CH2:2]([CH:14]1[CH2:15][CH2:10][CH2:11][N:12]([C:16]([O:18][C:19]([CH3:22])([CH3:21])[CH3:20])=[O:17])[CH2:13]1)[CH2:3][CH:4]=[CH2:5] |f:2.3|. Procedure details: A 1 L oven-dried round-bottom flask was charged with methyltriphenylphosphonium bromide (9.30 g, 26.0 mmol) and THF (250 mL) and cooled to −70° C. A solution of BuLi (2.5 M in hexanes, 10.4 mL, 26.0 mmol) was added dropwise, and the reaction mixture was stirred for 1 h. A solution of tert-butyl 3-(3-oxopropyl)piperidine-1-carboxylate (4.19 g, 17.4 mmol) in THF (15 mL) was added, and the reaction mixture was slowly warmed to RT and stirred for 3 days. The reaction mixture was quenched with water ... Starting materials: CC(=O)OC(C)=O, COC(=O)c1cc(N=Cc2ccccc2)ccc1O, c1ccncc1. Yields the product COC(=O)c1cc(N=Cc2ccccc2)ccc1OC(C)=O. As a reaction SMILES: [CH3:20][C:21](=[O:22])[O:23][C:24](=[O:25])[CH3:26].[OH:1][c:2]1[c:3]([C:4](=[O:5])[O:6][CH3:7])[cH:8][c:9]([N:12]=[CH:13][c:14]2[cH:15][cH:16][cH:17][cH:18][cH:19]2)[cH:10][cH:11]1.[cH:27]1[cH:28][cH:29][n:30][cH:31][cH:32]1>>[O:1]([c:2]1[c:3]([C:4](=[O:5])[O:6][CH3:7])[cH:8][c:9]([N:12]=[CH:13][c:14]2[cH:15][cH:16][cH:17][cH:18][cH:19]2)[cH:10][cH:11]1)[C:21]([CH3:20])=[O:22]. The reactants are FC(F)(F)c1nnc2ccc(N3CC4CCC(C3)N4)nn12, O=Cc1cccnc1. The product is FC(F)(F)c1nnc2ccc(N3CC4CCC(C3)N4Cc3cccnc3)nn12. As a reaction SMILES: [CH:9]12[CH2:10][N:11]([c:17]3[cH:18][cH:19][c:20]4[n:21]([n:22]3)[c:23]([C:26]([F:27])([F:28])[F:29])[n:24][n:25]4)[CH2:12][CH:13]([CH2:14][CH2:15]1)[NH:16]2.[n:1]1[cH:2][c:3]([CH:7]=[O:8])[cH:4][cH:5][cH:6]1>>[n:1]1[cH:2][c:3]([CH2:7][N:16]2[CH:9]3[CH2:10][N:11]([c:17]4[cH:18][cH:19][c:20]5[n:21]([n:22]4)[c:23]([C:26]([F:27])([F:28])[F:29])[n:24][n:25]5)[CH2:12][CH:13]2[CH2:14][CH2:15]3)[cH:4][cH:5][cH:6]1. Starting materials: C(C)(C)(C)OC(=O)C=1N(C2=CC(=CC(=C2C1C(O)C1CN(N(C1=O)C(=O)OC(C)(C)C)C1C2CC3CC(CC1C3)C2)Cl)Cl)C(=O)OC(C)(C)C (4.6-dichloro-3[(5-oxo-2-(2-adamantyl)-1-tert-butoxycarbonyl-pyrazolidin-4-yl)-hydroxymethyl]1-tert-butoxycarbonyl-1H-indole2-carboxylic acid-tert-butyl ester), Cl (hydrochloric acid). Solvent: C(C)O (ethanol). Product: ClC1=C2C(=C(NC2=CC(=C1)Cl)C(=O)OC)/C=C\1/C(N(CC1)C1=CC=CC=C1)=O (Methyl (E)4.6-dichloro3-(2-oxo-1-phenyl-pyrrolidin-3-ylidenemethyl)-1H-indole-2-carboxylate). Yield: 215.8%. Reaction SMILES: [C:1]([O:5][C:6]([C:8]1[N:9](C(OC(C)(C)C)=O)[C:10]2[C:15]([C:16]=1[CH:17]([CH:19]1[C:23](=[O:24])[N:22]([C:25](OC(C)(C)C)=O)N(C3C4CC5CC(CC3C5)C4)[CH2:20]1)O)=[C:14]([Cl:42])[CH:13]=[C:12]([Cl:43])[CH:11]=2)=[O:7])(C)(C)C.Cl>C(O)C>[Cl:42][C:14]1[CH:13]=[C:12]([Cl:43])[CH:11]=[C:10]2[C:15]=1[C:16](/[CH:17]=[C:19]1/[C:23](=[O:24])[N:22]([C:10]3[CH:15]=[CH:14][CH:13]=[CH:12][CH:11]=3)[CH2:25][CH2:20]/1)=[C:8]([C:6]([O:5][CH3:1])=[O:7])[NH:9]2. Procedure details: INTERMEDIATE 4 (700 mg) was suspended in ethanol (95 %) (10 ml), hydrochloric acid (10 ml, 6M) was added and the heterogeneous mixture refluxed for 10 h. The suspension was cooled to room temperature and the solid filtered, washed with further portions of 6M hydrochloric acid and finally vacuum dried to yield the title compound (427 mg, ) as a white solid.